From a dataset of the Open Reaction Database (ORD), a public repository of structured organic reaction records. describe an organic reaction: reactants, conditions, products, and yield Reactants: C(=O)(O)CCCCCCCCCCCCCCCCCCCNC(\C=C/C(=O)O)=O (N-(19-carboxynonadecyl)maleamic acid), C(C)(=O)OC(C)=O (acetic anhydride), C(C)(=O)[O-].[Na+] (sodium acetate). Yields the product C1(C=CC(N1CCCCCCCCCCCCCCCCCCCC(=O)O)=O)=O (20-maleimidoeicosanoic acid). The yield is 46.3%. RXN SMILES: [C:1]([CH2:4][CH2:5][CH2:6][CH2:7][CH2:8][CH2:9][CH2:10][CH2:11][CH2:12][CH2:13][CH2:14][CH2:15][CH2:16][CH2:17][CH2:18][CH2:19][CH2:20][CH2:21][CH2:22][NH:23][C:24](=[O:30])/[CH:25]=[CH:26]\[C:27]([OH:29])=O)([OH:3])=[O:2].C(OC(=O)C)(=O)C.C([O-])(=O)C.[Na+]>>[C:24]1(=[O:30])[N:23]([CH2:22][CH2:21][CH2:20][CH2:19][CH2:18][CH2:17][CH2:16][CH2:15][CH2:14][CH2:13][CH2:12][CH2:11][CH2:10][CH2:9][CH2:8][CH2:7][CH2:6][CH2:5][CH2:4][C:1]([OH:3])=[O:2])[C:27](=[O:29])[CH:26]=[CH:25]1 |f:2.3|. Reported procedure: A mixture of N-(19-carboxynonadecyl)maleamic acid (500 mg, 1.22 mmoles), 3.44 ml of acetic anhydride and anhydrous sodium acetate (50.1 mg, 0.61 mmole) was reacted for 1 hour at 100° C. After the completion of reaction, the reaction mixture was treated in the same manner as in Example 1, to give 20-maleimidoeicosanoic acid (230 mg, 46%) having the following properties. The reactants are C=COC(C)=O, CCOC(C)=O, CC(C)(C)OC(=O)N1CCN2C(=O)NC(=O)C2C1. The product is C=CN1C(=O)C2CN(C(=O)OC(C)(C)C)CCN2C1=O. As a reaction SMILES: [CH3:19][C:20]([O:21][CH:22]=[CH2:23])=[O:24].[CH3:25][CH2:26][O:27][C:28]([CH3:29])=[O:30].[O:1]=[C:2]1[NH:3][C:4](=[O:18])[N:5]2[CH:6]1[CH2:7][N:8]([C:11](=[O:12])[O:13][C:14]([CH3:15])([CH3:16])[CH3:17])[CH2:9][CH2:10]2>>[O:1]=[C:2]1[N:3]([CH:19]=[CH2:20])[C:4](=[O:18])[N:5]2[CH:6]1[CH2:7][N:8]([C:11](=[O:12])[O:13][C:14]([CH3:15])([CH3:16])[CH3:17])[CH2:9][CH2:10]2.